Dataset: the Open Reaction Database (ORD), a public repository of structured organic reaction records. Task: describe an organic reaction: reactants, conditions, products, and yield Reactants: FC1=CC=C(C=C1)C1=NNC(=C1)SC (3-(4-fluoro-phenyl)-5-methylsulfanyl-1H-pyrazole), C1CC(=O)N(C1=O)Cl (NCS). Yields the product ClC=1C(=NNC1SC)C1=CC=C(C=C1)F (4-Chloro-3-(4-fluoro-phenyl)-5-methylsulfanyl-1H-pyrazole). RXN SMILES: [F:1][C:2]1[CH:7]=[CH:6][C:5]([C:8]2[CH:12]=[C:11]([S:13][CH3:14])[NH:10][N:9]=2)=[CH:4][CH:3]=1.C1C(=O)N([Cl:22])C(=O)C1>>[Cl:22][C:12]1[C:8]([C:5]2[CH:4]=[CH:3][C:2]([F:1])=[CH:7][CH:6]=2)=[N:9][NH:10][C:11]=1[S:13][CH3:14]. Procedure: Following protocol L, 3-(4-fluoro-phenyl)-5-methylsulfanyl-1H-pyrazole was treated with NCS in to yield the title compound. The reactants are C(CCCCCCCCCCCCCCC(=O)O)(=O)O (Hexadecanedioic acid), C(=O)OCC1=CC=CC=C1 (Benzyl formate), C(=O)OCC1=CC=CC=C1 (benzyl formate). Solvent: CCCCCCCC (n-octane). Reaction conditions: temperature 20 celsius, time 50 hour. Product: C(C1=CC=CC=C1)OC(CCCCCCCCCCCCCCC(=O)O)=O (1,16-hexadecanedioic acid mono benzyl ester). Reaction SMILES: [C:1]([OH:20])(=[O:19])[CH2:2][CH2:3][CH2:4][CH2:5][CH2:6][CH2:7][CH2:8][CH2:9][CH2:10][CH2:11][CH2:12][CH2:13][CH2:14][CH2:15][C:16]([OH:18])=[O:17].C(O[CH2:24][C:25]1[CH:30]=[CH:29][CH:28]=[CH:27][CH:26]=1)=O>CCCCCCCC>[CH2:24]([O:17][C:16](=[O:18])[CH2:15][CH2:14][CH2:13][CH2:12][CH2:11][CH2:10][CH2:9][CH2:8][CH2:7][CH2:6][CH2:5][CH2:4][CH2:3][CH2:2][C:1]([OH:20])=[O:19])[C:25]1[CH:30]=[CH:29][CH:28]=[CH:27][CH:26]=1. Reported procedure: Hexadecanedioic acid (20.0 g, 69.8 mmol) and Dowex® were suspended in n-octane and heated to reflux. Benzyl formate (22.0 g, 162 mmol) was added. After 6 hours additional benzyl formate (22.0 g, 162 mmol) was added. The heating was continued for 50 hours. The reaction mixture was filtered at 80° C. The filtrate was cooled to 20° C., and the precipitate was collected by filtration. The crude product (20.2 g) was suspended in dichloromethane (220 ml) at 20° C. for 4 hours. The suspension was filte... Reactants: NC(=O)c1cc(Br)cc(C(F)(F)F)c1, O=C([O-])O, COc1ccc(P2(=S)SP(=S)(c3ccc(OC)cc3)S2)cc1, [Na+], C1CCOC1. The product is NC(=S)c1cc(Br)cc(C(F)(F)F)c1. RXN SMILES: [Br:1][c:2]1[cH:3][c:4]([C:5](=[O:6])[NH2:7])[cH:8][c:9]([C:11]([F:12])([F:13])[F:14])[cH:10]1.[C:37](=[O:38])([O-:39])[OH:40].[CH3:15][O:16][c:17]1[cH:18][cH:19][c:20]([P:21]2(=[S:22])[S:23][P:25](=[S:26])([c:27]3[cH:28][cH:29][c:30]([O:31][CH3:32])[cH:33][cH:34]3)[S:24]2)[cH:35][cH:36]1.[Na+:41].[O:42]1[CH2:43][CH2:44][CH2:45][CH2:46]1>>[Br:1][c:2]1[cH:3][c:4]([C:5]([NH2:7])=[S:24])[cH:8][c:9]([C:11]([F:12])([F:13])[F:14])[cH:10]1. The reactants are CCOC(=O)c1c(C)n(C(C)(C)C)sc1=NC(=O)c1cc(Cl)ccc1OC, CCO, [Na+], C1COCCO1, [OH-], O. The product is COc1ccc(Cl)cc1C(=O)N=c1sn(C(C)(C)C)c(C)c1C(=O)O. RXN SMILES: [C:1]([CH3:2])([CH3:3])([CH3:4])[n:5]1[s:6][c:7](=[N:16][C:17](=[O:18])[c:19]2[c:20]([O:26][CH3:27])[cH:21][cH:22][c:23]([Cl:25])[cH:24]2)[c:8]([C:11](=[O:12])[O:13][CH2:14][CH3:15])[c:9]1[CH3:10].[CH3:37][CH2:38][OH:39].[Na+:29].[O:31]1[CH2:32][CH2:33][O:34][CH2:35][CH2:36]1.[OH-:28].[OH2:30]>>[C:1]([CH3:2])([CH3:3])([CH3:4])[n:5]1[s:6][c:7](=[N:16][C:17](=[O:18])[c:19]2[c:20]([O:26][CH3:27])[cH:21][cH:22][c:23]([Cl:25])[cH:24]2)[c:8]([C:11](=[O:12])[OH:13])[c:9]1[CH3:10]. The reactants are C(C)(=O)OC[C@H]1CC[C@@]2(C[C@H](CC[C@]12C)C1=CC(=CC=C1)CO)O ((1S,3aS,5S,7aR)-1-acetoxymethyl-5-(3-hydroxymethylphenyl)-7a-methylperhydroinden-3a-ol), C(C)(C)(C)[Si](Cl)(C)C (tert-butyldimethylchlorosilane). The product is C(C)(=O)OC[C@H]1CC[C@@]2(C[C@H](CC[C@]12C)C1=CC(=CC=C1)CO[Si](C)(C)C(C)(C)C)O ((1S,3aS,5S,7aR)-1-acetoxymethyl-5-(3-tert-butyldimethylsilyloxymethylphenyl)-7a-methylperhydroinden-3a-ol). Reaction SMILES: [C:1]([O:4][CH2:5][C@@H:6]1[C@:14]2([CH3:15])[C@@:9]([OH:24])([CH2:10][C@@H:11]([C:16]3[CH:21]=[CH:20][CH:19]=[C:18]([CH2:22][OH:23])[CH:17]=3)[CH2:12][CH2:13]2)[CH2:8][CH2:7]1)(=[O:3])[CH3:2].[C:25]([Si:29]([CH3:32])([CH3:31])Cl)([CH3:28])([CH3:27])[CH3:26]>>[C:1]([O:4][CH2:5][C@@H:6]1[C@:14]2([CH3:15])[C@@:9]([OH:24])([CH2:10][C@@H:11]([C:16]3[CH:21]=[CH:20][CH:19]=[C:18]([CH2:22][O:23][Si:29]([C:25]([CH3:28])([CH3:27])[CH3:26])([CH3:32])[CH3:31])[CH:17]=3)[CH2:12][CH2:13]2)[CH2:8][CH2:7]1)(=[O:3])[CH3:2]. Reported procedure: Starting from 3.05 g of (1S,3aS,5S,7aR)-1-acetoxymethyl-5-(3-hydroxymethylphenyl)-7a-methylperhydroinden-3a-ol, by reaction with tert-butyldimethylchlorosilane using the procedure described by Kendall P. M. et al., (J. Org. Chem. 1979, 44, 1421), 3.88 g of (1S,3aS,5S,7aR)-1-acetoxymethyl-5-(3-tert-butyldimethylsilyloxymethylphenyl)-7a-methylperhydroinden-3a-ol were obtained as a white foam. The crude product was dissolved in 30 ml of methanol and 9 ml of 4N NaOH were added. After stirring at roo... The reactants are CCOC(=O)c1c(CN)c2cc(F)ccc2n1Cc1cccc2ccccc12, COC(=O)Cl, ClCCl, Cl. Yields the product CCOC(=O)c1c(CNC(=O)OC)c2cc(F)ccc2n1Cc1cccc2ccccc12. RXN SMILES: [CH2:1]([CH3:2])[O:3][C:4](=[O:5])[c:6]1[n:7]([CH2:18][c:19]2[cH:20][cH:21][cH:22][c:23]3[cH:24][cH:25][cH:26][cH:27][c:28]23)[c:8]2[cH:9][cH:10][c:11]([F:17])[cH:12][c:13]2[c:14]1[CH2:15][NH2:16].[Cl:30][C:31](=[O:32])[O:33][CH3:34].[Cl:35][CH2:36][Cl:37].[ClH:29]>>[CH2:1]([CH3:2])[O:3][C:4](=[O:5])[c:6]1[n:7]([CH2:18][c:19]2[cH:20][cH:21][cH:22][c:23]3[cH:24][cH:25][cH:26][cH:27][c:28]23)[c:8]2[cH:9][cH:10][c:11]([F:17])[cH:12][c:13]2[c:14]1[CH2:15][NH:16][C:31](=[O:32])[O:33][CH3:34]. The reactants are N=1C(=CN2C1C=CC=C2)CCC(=O)O (3-imidazo[1,2-a]pyridin-2-ylpropanoic acid), S(=O)(Cl)Cl (thionyl chloride), CO (methanol). Conditions: temperature 60 celsius, time 3.5 hour. Product: N=1C(=CN2C1C=CC=C2)CCC(=O)OC (methyl 3-imidazo[1,2-a]pyridin-2-ylpropanoate). RXN SMILES: [N:1]1[C:2]([CH2:10][CH2:11][C:12]([OH:14])=[O:13])=[CH:3][N:4]2[CH:9]=[CH:8][CH:7]=[CH:6][C:5]=12.S(Cl)(Cl)=O.[CH3:19]O>>[N:1]1[C:2]([CH2:10][CH2:11][C:12]([O:14][CH3:19])=[O:13])=[CH:3][N:4]2[CH:9]=[CH:8][CH:7]=[CH:6][C:5]=12. Procedure: To a solution of 3-imidazo[1,2-a]pyridin-2-ylpropanoic acid (472 mg) in methanol (24.8 mL) was added thionyl chloride (0.215 mL), and the mixture was stirred at 60° C. for 3.5 hr. To the reaction mixture was added, under ice-cooling, saturated aqueous sodium hydrogen carbonate solution, and the mixture was extracted with ethyl acetate. The organic layer was washed successively with water and saturated brine, dried over magnesium sulfate, and concentrated under reduced pressure. The residue was p...